From a dataset of the Open Reaction Database (ORD), a public repository of structured organic reaction records. describe an organic reaction: reactants, conditions, products, and yield Starting materials: CC12CC(=O)C3C(CCC4CC(=O)CCC43C)C1CCC2C(=O)CN1CCOCC1, O. Product: CC12CC(=O)C3C(CCC4CC(O)CCC43C)C1CCC2C(=O)CN1CCOCC1. Reaction SMILES: [O:1]1[CH2:2][CH2:3][N:4]([CH2:7][C:8]([CH:9]2[CH2:10][CH2:11][CH:12]3[CH:13]4[CH2:14][CH2:15][CH:16]5[CH2:17][C:18](=[O:29])[CH2:19][CH2:20][C:21]5([CH3:22])[CH:23]4[C:24](=[O:28])[CH2:25][C:26]23[CH3:27])=[O:30])[CH2:5][CH2:6]1.[OH2:31]>>[O:1]1[CH2:2][CH2:3][N:4]([CH2:7][C:8]([CH:9]2[CH2:10][CH2:11][CH:12]3[CH:13]4[CH2:14][CH2:15][CH:16]5[CH2:17][CH:18]([OH:29])[CH2:19][CH2:20][C:21]5([CH3:22])[CH:23]4[C:24](=[O:28])[CH2:25][C:26]23[CH3:27])=[O:30])[CH2:5][CH2:6]1. Starting materials: Cl.NCC1(CCCC1)CC(=O)O (1-aminomethyl-1-cyclopentane-acetic acid hydrochloride). Run in C(CCC)O (n-butanol). The product is Cl.NCC1(CCCC1)CC(=O)OCCCC (n-butyl 1-aminomethyl-1-cyclopentane-acetate hydrochloride). As a reaction SMILES: [ClH:1].[NH2:2][CH2:3][C:4]1([CH2:9][C:10]([OH:12])=[O:11])[CH2:8][CH2:7][CH2:6][CH2:5]1>C(O)CCC>[ClH:1].[NH2:2][CH2:3][C:4]1([CH2:9][C:10]([O:12][CH2:3][CH2:4][CH2:5][CH3:6])=[O:11])[CH2:8][CH2:7][CH2:6][CH2:5]1 |f:0.1,3.4|. Reported procedure: According to Example 7, 1-aminomethyl-1-cyclopentane-acetic acid hydrochloride is esterified with n-butanol to give n-butyl 1-aminomethyl-1-cyclopentane-acetate hydrochloride; m.p. 50° C. Starting materials: ClC1=CC=C(C=C1)N1[C@@H]([C@H](C1=O)SCC(=O)C1=CC=C(C=C1)Cl)C1=CC=C(OCC(=O)O)C=C1 ([4-((2R,3R)-1-(4-chlorophenyl)-3-{[2-(4-chlorophenyl)-2-oxoethyl]thio}-4-oxoazetidin-2-yl)phenoxy]acetic acid), CN1CCOCC1 (N-methylmorpholine), Cl.NCC(=O)OC(C)(C)C (tert-butyl glycinate hydrochloride), CN(C)C(=[N+](C)C)ON1C2=C(C=CC=C2)N=N1.[B-](F)(F)(F)F (TBTU), tert-butylester. Run in C(Cl)Cl (DCM). Run at time 60 hour. Product: ClC1=CC=C(C=C1)N1[C@@H]([C@H](C1=O)SCC(=O)C1=CC=C(C=C1)Cl)C1=CC=C(OCC(=O)NCC(=O)O)C=C1 (N-{[4-((2R,3R)-1-(4-chlorophenyl)-3-{[2-(4-chlorophenyl)-2-oxoethyl]thio}-4-oxoazetidin-2-yl)phenoxy]acetyl}glycine). As a reaction SMILES: [Cl:1][C:2]1[CH:7]=[CH:6][C:5]([N:8]2[C:11](=[O:12])[C@H:10]([S:13][CH2:14][C:15]([C:17]3[CH:22]=[CH:21][C:20]([Cl:23])=[CH:19][CH:18]=3)=[O:16])[C@H:9]2[C:24]2[CH:34]=[CH:33][C:27]([O:28][CH2:29][C:30](O)=[O:31])=[CH:26][CH:25]=2)=[CH:4][CH:3]=1.CN1CCOCC1.Cl.[NH2:43][CH2:44][C:45]([O:47]C(C)(C)C)=[O:46].CN(C(ON1N=NC2C=CC=CC1=2)=[N+](C)C)C.[B-](F)(F)(F)F>C(Cl)Cl>[Cl:1][C:2]1[CH:3]=[CH:4][C:5]([N:8]2[C:11](=[O:12])[C@H:10]([S:13][CH2:14][C:15]([C:17]3[CH:22]=[CH:21][C:20]([Cl:23])=[CH:19][CH:18]=3)=[O:16])[C@H:9]2[C:24]2[CH:25]=[CH:26][C:27]([O:28][CH2:29][C:30]([NH:43][CH2:44][C:45]([OH:47])=[O:46])=[O:31])=[CH:33][CH:34]=2)=[CH:6][CH:7]=1 |f:2.3,4.5|. Reported procedure: To a stirred solution of [4-((2R,3R)-1-(4-chlorophenyl)-3-{[2-(4-chlorophenyl)-2-oxoethyl]thio}-4-oxoazetidin-2-yl)phenoxy]acetic acid, 302.1 mg, 0.585 mmol) in DCM (6 ml) were added N-methylmorpholine (190 μl, 1.728 mmol) and tert-butyl glycinate hydrochloride (133.4 mg, 0.80 mmol). After 10 minutes TBTU (224.3 mg, 0.67 mmol) was added and the reaction mixture was stirred at ambient temperature for 60 hours. The intermediate tert-butylester of the title compound was confirmed. M/z: 626.88 (M−H)... Reactants: COc1ccc(Cn2cc(Cl)nc(Cl)c2=O)cc1, [H-], Cc1cnc(N)c(Br)c1, [Na+], C1CCOC1. Yields the product COc1ccc(Cn2cc(Cl)nc(Nc3ncc(C)cc3Br)c2=O)cc1. Reaction SMILES: [Cl:12][c:13]1[c:14](=[O:29])[n:15]([CH2:20][c:21]2[cH:22][cH:23][c:24]([O:27][CH3:28])[cH:25][cH:26]2)[cH:16][c:17]([Cl:19])[n:18]1.[H-:2].[NH2:3][c:4]1[n:5][cH:6][c:7]([CH3:11])[cH:8][c:9]1[Br:10].[Na+:1].[O:30]1[CH2:31][CH2:32][CH2:33][CH2:34]1>>[NH:3]([c:4]1[n:5][cH:6][c:7]([CH3:11])[cH:8][c:9]1[Br:10])[c:13]1[c:14](=[O:29])[n:15]([CH2:20][c:21]2[cH:22][cH:23][c:24]([O:27][CH3:28])[cH:25][cH:26]2)[cH:16][c:17]([Cl:19])[n:18]1. As a reaction SMILES: C([O:8][C:9]1[CH:10]=[C:11]([CH2:15][CH2:16][CH2:17][CH2:18][N:19]2[CH2:23][CH2:22][CH:21]([S:24]([C:27]3[CH:32]=[CH:31][C:30]([OH:33])=[CH:29][CH:28]=3)(=[O:26])=[O:25])[CH2:20]2)[CH:12]=[CH:13][CH:14]=1)C1C=CC=CC=1.[H][H]>CO.[Pd]>[OH:8][C:9]1[CH:10]=[C:11]([CH2:15][CH2:16][CH2:17][CH2:18][N:19]2[CH2:23][CH2:22][CH:21]([S:24]([C:27]3[CH:28]=[CH:29][C:30]([OH:33])=[CH:31][CH:32]=3)(=[O:26])=[O:25])[CH2:20]2)[CH:12]=[CH:13][CH:14]=1. Starting materials: C(C1=CC=CC=C1)OC=1C=C(C=CC1)CCCCN1CC(CC1)S(=O)(=O)C1=CC=C(C=C1)O ((RS)-4-{1-[4-(3-Benzyloxy-phenyl)-butyl]-pyrrolidine-3-sulfonyl}-phenol), [H][H] (hydrogen). The reagents and catalysts are [Pd] (Pd/C). Procedure: (RS)-4-{1-[4-(3-Benzyloxy-phenyl)-butyl]-pyrrolidine-3-sulfonyl}-phenol (88.4 mg, 0.2 mmol) and Pd/C (40 mg, 10% Pd on charcoal) in MeOH (5 ml) were refluxed for 2 hours under an atmospheric pressure of hydrogen. The reaction mixture was then cooled to room temperature, the catalyst was filtered and the filtrate was concentrated. The residue was chromatographed over silica gel (CH2Cl2—MeOH, 19:1) to provide (RS)-4-{1-[4-(3-hydroxy-phenyl)-butyl]-pyrrolidine-3-sulfonyl}-phenol (53 mg, 69%) as a l... Product: OC=1C=C(C=CC1)CCCCN1CC(CC1)S(=O)(=O)C1=CC=C(C=C1)O ((RS)-4-{1-[4-(3-hydroxy-phenyl)-butyl]-pyrrolidine-3-sulfonyl}-phenol). Run in CO (MeOH). Yield: 70.6%. The reactants are [N+](=O)([O-])C1=C(C=CC=C1)CC(=O)N([C@H](CN1CCCC1)C1=CC(=CC=C1)[N+](=O)[O-])C (2-(2-Nitrophenyl)-N-methyl-N-[(1S)-1-(3-nitrophenyl)-2-(1-pyrrolidinyl)ethyl]acetamide), O.NN (hydrazine hydrate), Cl (HCl). The reagents and catalysts are [Ni] (Raney nickel). Run in CCO (EtOH). Run at temperature 55 celsius, time 10 minute. Yields the product NC1=C(C=CC=C1)CC(=O)N([C@H](CN1CCCC1)C1=CC(=CC=C1)N)C (2-(2-Aminophenyl)-N-methyl-N-[(1S)-1-(3-aminophenyl)-2-(1-pyrrolidinyl)ethyl]acetamide). Reaction SMILES: [N+:1]([C:4]1[CH:9]=[CH:8][CH:7]=[CH:6][C:5]=1[CH2:10][C:11]([N:13]([CH3:30])[C@@H:14]([C:21]1[CH:26]=[CH:25][CH:24]=[C:23]([N+:27]([O-])=O)[CH:22]=1)[CH2:15][N:16]1[CH2:20][CH2:19][CH2:18][CH2:17]1)=[O:12])([O-])=O.O.NN.Cl>[Ni].CCO>[NH2:1][C:4]1[CH:9]=[CH:8][CH:7]=[CH:6][C:5]=1[CH2:10][C:11]([N:13]([CH3:30])[C@@H:14]([C:21]1[CH:26]=[CH:25][CH:24]=[C:23]([NH2:27])[CH:22]=1)[CH2:15][N:16]1[CH2:17][CH2:18][CH2:19][CH2:20]1)=[O:12] |f:1.2|. Reported procedure: With stirring at 55° C., Raney nickel was added in small quantities to a mixture of 10 (0.9857 g, 2.3899 mmol) and hydrazine hydrate (55%, 2 mL) in EtOH (30 mL) until gas evolution stopped in about 10 min. The mixture was then filtered through celite, and the Raney nickel was washed with hot MeOH (100 mL). The filtrate was evaporated and dried in vacuo before the residue was partitioned between sat'd NaHCO3 and CH2Cl2, which was dried (Na2SO4), filtered through celite, and evaporated. The produc...